This data is from the Open Reaction Database (ORD), a public repository of structured organic reaction records. The task is: describe an organic reaction: reactants, conditions, products, and yield Starting materials: ClCOP(OC(C)(C)C)(OC(C)(C)C)=O (phosphoric acid di-tert-butyl ester chloromethyl ester), C(=O)([O-])[O-].[Cs+].[Cs+] (Cs2CO3), N1C=C(C2=CC=CC=C12)C=1C(NC(C1C1=NC(=NC2=CC=CC=C12)N1CCN(CC1)C)=O)=O (3-(1H-indol-3-yl)-4-[2-(4-methyl-piperazin-1-yl)-quinazolin-4-yl]-pyrrole-2,5-dione), C(=O)(C(F)(F)F)O (TFA), mixture. Solvent: CO (MeOH), CC(=O)C (acetone), ClCCCl (1,2-dichloroethane), C(C)#N (acetonitrile), ClCCCl (1,2-dichloroethane). Run at temperature 50 celsius, time 16 hour. The product is N1C=C(C2=CC=CC=C12)C=1C(N(C(C1C1=NC(=NC2=CC=CC=C12)N1CCN(CC1)C)=O)COP(O)(O)=O)=O (Phosphoric acid mono-{3-(1H-indol-3-yl)-4-[2-(4-methyl-piperazin-1-yl)-quinazolin-4-yl]-2,5-dioxo-2,5-dihydro-pyrrol-1-ylmethyl}ester). RXN SMILES: ClC[O:3][P:4](=[O:15])([O:10][C:11](C)(C)C)[O:5]C(C)(C)C.C([O-])([O-])=O.[Cs+].[Cs+].[NH:22]1[C:30]2[C:25](=[CH:26][CH:27]=[CH:28][CH:29]=2)[C:24]([C:31]2[C:32](=[O:54])[NH:33][C:34](=[O:53])[C:35]=2[C:36]2[C:45]3[C:40](=[CH:41][CH:42]=[CH:43][CH:44]=3)[N:39]=[C:38]([N:46]3[CH2:51][CH2:50][N:49]([CH3:52])[CH2:48][CH2:47]3)[N:37]=2)=[CH:23]1.C(O)(C(F)(F)F)=O>CC(C)=O.ClCCCl.C(#N)C.CO>[NH:22]1[C:30]2[C:25](=[CH:26][CH:27]=[CH:28][CH:29]=2)[C:24]([C:31]2[C:32](=[O:54])[N:33]([CH2:11][O:10][P:4](=[O:15])([OH:3])[OH:5])[C:34](=[O:53])[C:35]=2[C:36]2[C:45]3[C:40](=[CH:41][CH:42]=[CH:43][CH:44]=3)[N:39]=[C:38]([N:46]3[CH2:51][CH2:50][N:49]([CH3:52])[CH2:48][CH2:47]3)[N:37]=2)=[CH:23]1 |f:1.2.3|. Reported procedure: Under argon, phosphoric acid di-tert-butyl ester chloromethyl ester (1.24 g, 4.81 mmol) and Cs2CO3 (3.14 g, 9.63 mmol) were added to a solution of 3-(1H-indol-3-yl)-4-[2-(4-methyl-piperazin-1-yl)-quinazolin-4-yl]-pyrrole-2,5-dione (2.0 g, 4.01 mmol) in acetone (40 mL). The reaction mixture was stirred under argon for 16 h at 50° C. followed by concentration at reduced pressure. The residue was partitioned between EtOAc and a saturated aqueous NH4Cl solution, the layers were separated and the org... Starting materials: CCCCCCN(CCCCCC)C1=NS(=O)(=O)N=C1NC(Cc1ccc(O)cc1)C(=O)OC(C)(C)C, O=CO. Product: CCCCCCN(CCCCCC)C1=NS(=O)(=O)N=C1NC(Cc1ccc(O)cc1)C(=O)O. Reaction SMILES: [C:1]([CH3:2])([CH3:3])([CH3:4])[O:5][C:6]([CH:7]([NH:8][C:9]1=[N:10][S:11](=[O:27])(=[O:28])[N:12]=[C:13]1[N:14]([CH2:15][CH2:16][CH2:17][CH2:18][CH2:19][CH3:20])[CH2:21][CH2:22][CH2:23][CH2:24][CH2:25][CH3:26])[CH2:29][c:30]1[cH:31][cH:32][c:33]([OH:36])[cH:34][cH:35]1)=[O:37].[CH:38]([OH:39])=[O:40]>>[O:5]=[C:6]([CH:7]([NH:8][C:9]1=[N:10][S:11](=[O:27])(=[O:28])[N:12]=[C:13]1[N:14]([CH2:15][CH2:16][CH2:17][CH2:18][CH2:19][CH3:20])[CH2:21][CH2:22][CH2:23][CH2:24][CH2:25][CH3:26])[CH2:29][c:30]1[cH:31][cH:32][c:33]([OH:36])[cH:34][cH:35]1)[OH:37]. The reactants are ClC1=CC=CC=2C(C3=NC(=CN3CCC21)I)OC2CCN(CC2)C (8-chloro-2-iodo-4-(1-methylpiperidin-4-yloxy)-9,10-dihydro-4H-3,10a-diaza-benzo[f]azulene), solution, C(=O)([O-])[O-].[K+].[K+] (K2CO3), C1(=CC=CC=C1)B(O)O (benzeneboronic acid), N (ammonia). Reagents/catalysts: C1=CC=C(C=C1)P([C-]2C=CC=C2)C3=CC=CC=C3.C1=CC=C(C=C1)P([C-]2C=CC=C2)C3=CC=CC=C3.Cl[Pd]Cl.[Fe+2] (PdCl2(dppf)2). Run in O (Water), C1CCOC1 (THF). Reaction conditions: temperature 100 celsius. Product: [NH4+].[OH-] (NH4OH), ClC1=CC=CC=2C(C3=NC(=CN3CCC21)C2=CC=CC=C2)OC2CCN(CC2)C (8-chloro-4-(1-methylpiperidin-4-yloxy)-2-phenyl-9,10-dihydro-4H-3,10a-diaza-benzo[f]azulene). Reaction SMILES: [Cl:1][C:2]1[C:15]2[CH2:14][CH2:13][N:12]3[C:8](=[N:9][C:10](I)=[CH:11]3)[CH:7]([O:17][CH:18]3[CH2:23][CH2:22][N:21]([CH3:24])[CH2:20][CH2:19]3)[C:6]=2[CH:5]=[CH:4][CH:3]=1.C([O-])([O-])=O.[K+].[K+].[C:31]1(B(O)O)[CH:36]=[CH:35][CH:34]=[CH:33][CH:32]=1.N>C1COCC1.C1C=CC(P(C2C=CC=CC=2)[C-]2C=CC=C2)=CC=1.C1C=CC(P(C2C=CC=CC=2)[C-]2C=CC=C2)=CC=1.Cl[Pd]Cl.[Fe+2].O>[NH4+:9].[OH-:17].[Cl:1][C:2]1[C:15]2[CH2:14][CH2:13][N:12]3[C:8](=[N:9][C:10]([C:31]4[CH:36]=[CH:35][CH:34]=[CH:33][CH:32]=4)=[CH:11]3)[CH:7]([O:17][CH:18]3[CH2:23][CH2:22][N:21]([CH3:24])[CH2:20][CH2:19]3)[C:6]=2[CH:5]=[CH:4][CH:3]=1 |f:1.2.3,7.8.9.10,12.13|. Procedure details: To a solution of 8-chloro-2-iodo-4-(1-methylpiperidin-4-yloxy)-9,10-dihydro-4H-3,10a-diaza-benzo[f]azulene (example 78A) (35 mg, 0.08 mmole) in THF (1 mL) in a screw-capped vial under argon are added 1M solution of K2CO3 (0.4 ml, 0.4 mmole), PdCl2(dppf)2 (3.5 mg) and benzeneboronic acid (13 mg, 0.104 mmole). The reaction mixture is heated at 100° C. overnight. Water is added to the reaction mixture and pH adjusted to 9-10 by adding concentrated ammonia solution. The aqueous phase is extracted th... Starting materials: COc1ccc2[nH]c(C)cc2c1, CN(C)C=O, O=P(Cl)(Cl)Cl. Yields the product COc1ccc2[nH]c(C)c(C=O)c2c1. RXN SMILES: [CH3:6][O:7][c:8]1[cH:9][c:10]2[cH:11][c:12]([CH3:17])[nH:13][c:14]2[cH:15][cH:16]1.[O:18]=[CH:19][N:20]([CH3:21])[CH3:22].[P:1]([Cl:2])([Cl:3])([Cl:4])=[O:5]>>[CH3:6][O:7][c:8]1[cH:9][c:10]2[c:11]([CH:19]=[O:18])[c:12]([CH3:17])[nH:13][c:14]2[cH:15][cH:16]1. Reactants: CC1=CN=C(S1)N (5-methyl-thiazol-2-ylamine), CC(C(=O)O)C.CN(C=O)C (N,N-dimethylformamide dimethyl acetate). The product is CN(C=NC=1SC(=CN1)C)C (N,N-Dimethyl-N′-(5-methyl-thiazol-2-yl)-formamidine). As a reaction SMILES: [CH3:1][C:2]1[S:6][C:5]([NH2:7])=[N:4][CH:3]=1.CC(C)C(O)=O.[CH3:14][N:15]([CH3:18])[CH:16]=O>>[CH3:14][N:15]([CH3:18])[CH:16]=[N:7][C:5]1[S:6][C:2]([CH3:1])=[CH:3][N:4]=1 |f:1.2|. Procedure: prepared by reaction of 5-methyl-thiazol-2-ylamine with N,N-dimethylformamide dimethyl acetate. LC-MS: tR=0.52 min; [M+H]+=170.2. The reactants are BrC1=CC=C(C=C1)/C(=C/C(=O)OCC)/C ((E)-ethyl 3-(4-bromophenyl)-but-2-enoate), C(C)(C)C1=CC=C(C=C1)B(O)O (4-isopropylphenyl boronic acid). Yields the product C(C)(C)C1=CC=C(C=C1)C1=CC=C(C=C1)/C(=C/C(=O)OCC)/C ((E)-ethyl 3-(4′-isopropyl-biphenyl-4-yl)-but-2-enoate). As a reaction SMILES: Br[C:2]1[CH:7]=[CH:6][C:5](/[C:8](/[CH3:15])=[CH:9]/[C:10]([O:12][CH2:13][CH3:14])=[O:11])=[CH:4][CH:3]=1.[CH:16]([C:19]1[CH:24]=[CH:23][C:22](B(O)O)=[CH:21][CH:20]=1)([CH3:18])[CH3:17]>>[CH:16]([C:19]1[CH:24]=[CH:23][C:22]([C:2]2[CH:7]=[CH:6][C:5](/[C:8](/[CH3:15])=[CH:9]/[C:10]([O:12][CH2:13][CH3:14])=[O:11])=[CH:4][CH:3]=2)=[CH:21][CH:20]=1)([CH3:18])[CH3:17]. Procedure: The colourless solid, (E)-ethyl 3-(4′-isopropyl-biphenyl-4-yl)-but-2-enoate was prepared from (E)-ethyl 3-(4-bromophenyl)-but-2-enoate (example 50a) and 4-isopropylphenyl boronic acid by a procedure analogous to that described in example 52a. Reactants: C(C)OC(CN1C(C2=CC=CC=C2C1C(C)[N+](=O)[O-])=O)OCC (2,3-dihydro-2-(2,2-diethoxyethyl)-3-(1-nitroethyl)-isoindol-1-one). The reagents and catalysts are [Pd] (palladium on carbon). The solvent is C(C)(=O)O.O (acetic acid water). Reaction conditions: temperature 25 celsius, time 18 hour. Yields the product C(C)OC(CN1C(C2=CC=CC=C2C1C(C)N)=O)OCC (2,3-Dihydro-2-(2,2-diethoxyethyl)-3-(1-aminoethyl)-isoindol-1-one). Isolated yield 38.8%. As a reaction SMILES: [CH2:1]([O:3][CH:4]([O:21][CH2:22][CH3:23])[CH2:5][N:6]1[CH:14]([CH:15]([N+:17]([O-])=O)[CH3:16])[C:13]2[C:8](=[CH:9][CH:10]=[CH:11][CH:12]=2)[C:7]1=[O:20])[CH3:2]>[Pd].C(O)(=O)C.O>[CH2:22]([O:21][CH:4]([O:3][CH2:1][CH3:2])[CH2:5][N:6]1[CH:14]([CH:15]([NH2:17])[CH3:16])[C:13]2[C:8](=[CH:9][CH:10]=[CH:11][CH:12]=2)[C:7]1=[O:20])[CH3:23] |f:2.3|. Reported procedure: A mixture of the two isomers of 2,3-dihydro-2-(2,2-diethoxyethyl)-3-(1-nitroethyl)-isoindol-1-one (2.5 g, described in Example 30) and 10% palladium on carbon (0.25 g) in acetic acid-water (4:1, 50 ml) is stirred under an atmosphere of hydrogen at 50 psi and 25° C. for 18 hr and filtered. The filtrate is evaporated and dissolved in 2% hydrochloric acid. The solution is washed with diethyl ether, basified to pH 9 with ammonium hydroxide and extracted with ethyl acetate. The organic extract is dri...